This data is from the Open Reaction Database (ORD), a public repository of structured organic reaction records. The task is: describe an organic reaction: reactants, conditions, products, and yield The product is CC(C)(C)[Si](C)(C)OC(CBr)CBr. As a reaction SMILES: [Br:1][CH2:2][CH:3]([CH2:4][Br:5])[OH:6].[C:12]([CH3:13])([CH3:14])([CH3:15])[Si:16]([Cl:17])([CH3:18])[CH3:19].[Cl:20][CH2:21][Cl:22].[nH:7]1[cH:8][cH:9][n:10][cH:11]1>>[Br:1][CH2:2][CH:3]([CH2:4][Br:5])[O:6][Si:16]([C:12]([CH3:13])([CH3:14])[CH3:15])([CH3:18])[CH3:19]. The reactants are OC(CBr)CBr, CC(C)(C)[Si](C)(C)Cl, ClCCl, c1c[nH]cn1.